From a dataset of the Open Reaction Database (ORD), a public repository of structured organic reaction records. describe an organic reaction: reactants, conditions, products, and yield Starting materials: Brc1ccccc1, CC(C)(C)[O-], c1ccc(Nc2ccccc2)cc1, [Na+], CC(=O)[O-], CC(=O)[O-], [Pd+2], c1ccc([B-](c2ccccc2)(c2ccccc2)c2ccccc2)cc1, CC(C)(C)[PH+](c1ccccc1-c1ccccc1)C(C)(C)C, Cc1ccccc1C. The product is c1ccc(N(c2ccccc2)c2ccccc2)cc1. As a reaction SMILES: [Br:1][c:2]1[cH:3][cH:4][cH:5][cH:6][cH:7]1.[CH3:21][C:22]([CH3:23])([O-:24])[CH3:25].[NH:8]([c:9]1[cH:10][cH:11][cH:12][cH:13][cH:14]1)[c:15]1[cH:16][cH:17][cH:18][cH:19][cH:20]1.[Na+:26].[O-:74][C:75]([CH3:76])=[O:77].[O-:78][C:79]([CH3:80])=[O:81].[Pd+2:73].[c:27]1([B-:28]([c:29]2[cH:30][cH:31][cH:32][cH:33][cH:34]2)([c:35]2[cH:36][cH:37][cH:38][cH:39][cH:40]2)[c:41]2[cH:42][cH:43][cH:44][cH:45][cH:46]2)[cH:47][cH:48][cH:49][cH:50][cH:51]1.[c:52]1(-[c:53]2[cH:54][cH:55][cH:56][cH:57][cH:58]2)[cH:59][cH:60][cH:61][cH:62][c:63]1[PH+:64]([C:65]([CH3:66])([CH3:67])[CH3:68])[C:69]([CH3:70])([CH3:71])[CH3:72].[c:82]1([CH3:83])[c:84]([CH3:85])[cH:86][cH:87][cH:88][cH:89]1>>[c:2]1([N:8]([c:9]2[cH:10][cH:11][cH:12][cH:13][cH:14]2)[c:15]2[cH:16][cH:17][cH:18][cH:19][cH:20]2)[cH:3][cH:4][cH:5][cH:6][cH:7]1. The reactants are [N+](=O)([O-])C1=C(C=C(C(=O)N[C@@H](CCC(=O)OCC)C(=O)OCC)C=C1)F (diethyl N-(4-nitro-3-fluorobenzoyl)-(L)-glutamate), ( 64 ), CO (MeOH), 341. The reagents and catalysts are [Pd] (palladium on carbon). The solvent is C(C)O (ethanol). Run at time 1.5 hour. Yields the product NC1=C(C=C(C(=O)N[C@@H](CCC(=O)OCC)C(=O)OCC)C=C1)F (Diethyl N-(4-amino-3-fluorobenzoyl)-(L)-glutamate). As a reaction SMILES: [N+:1]([C:4]1[CH:25]=[CH:24][C:7]([C:8]([NH:10][C@H:11]([C:19]([O:21][CH2:22][CH3:23])=[O:20])[CH2:12][CH2:13][C:14]([O:16][CH2:17][CH3:18])=[O:15])=[O:9])=[CH:6][C:5]=1[F:26])([O-])=O.CO>C(O)C.[Pd]>[NH2:1][C:4]1[CH:25]=[CH:24][C:7]([C:8]([NH:10][C@H:11]([C:19]([O:21][CH2:22][CH3:23])=[O:20])[CH2:12][CH2:13][C:14]([O:16][CH2:17][CH3:18])=[O:15])=[O:9])=[CH:6][C:5]=1[F:26]. Procedure details: A solution of diethyl N-(4-nitro-3-fluorobenzoyl)-(L)-glutamate (5.3 g, 14 mmoles) in 95% ethanol (150 mL) was mixed with 10% palladium on carbon (0.4 g) and placed on a Parr apparatus. The mixture was shaken under hydrogen atmosphere for 1.5 hours. The reaction mixture was filtered, spin evaporated, and dried to give a cream solid; yield, 4.7 g (98%); mp 92°-97° C.; 1H-NMR (CDCl3) δ 1.22 and 1.29 (2t overlapped, 6H), 1.6 (br s, 2H), 2.1-2.5 (m, 4H), 4.10 and 4.22 (2q overlapped, 4H), 4.74 (m, 1... Yields the product CCOC(=O)Cc1cccc(Oc2ccccc2Cl)c1NS(C)(=O)=O. Reactants: CCOC(=O)Cc1cccc(Oc2ccccc2Cl)c1N, O, CS(=O)(=O)Cl, c1ccncc1. Reaction SMILES: [NH2:6][c:7]1[c:8]([CH2:21][C:22](=[O:23])[O:24][CH2:25][CH3:26])[cH:9][cH:10][cH:11][c:12]1[O:13][c:14]1[c:15]([Cl:20])[cH:16][cH:17][cH:18][cH:19]1.[OH2:27].[S:1](=[O:2])(=[O:3])([CH3:4])[Cl:5].[cH:28]1[cH:29][cH:30][n:31][cH:32][cH:33]1>>[S:1](=[O:2])(=[O:3])([CH3:4])[NH:6][c:7]1[c:8]([CH2:21][C:22](=[O:23])[O:24][CH2:25][CH3:26])[cH:9][cH:10][cH:11][c:12]1[O:13][c:14]1[c:15]([Cl:20])[cH:16][cH:17][cH:18][cH:19]1. The reactants are OBO, CCN1C(=O)CC(C)(C)c2cc(C)c(Br)cc21, FC(F)(F)Oc1ccccc1. Product: CCN1C(=O)CC(C)(C)c2cc(C)c(-c3ccccc3OC(F)(F)F)cc21. Reaction SMILES: [BH:18]([OH:19])[OH:20].[Br:1][c:2]1[c:3]([CH3:17])[cH:4][c:5]2[c:10]([cH:11]1)[N:9]([CH2:12][CH3:13])[C:8](=[O:14])[CH2:7][C:6]2([CH3:15])[CH3:16].[F:21][C:22]([O:23][c:24]1[cH:25][cH:26][cH:27][cH:28][cH:29]1)([F:30])[F:31]>>[c:2]1(-[c:25]2[c:24]([O:23][C:22]([F:21])([F:30])[F:31])[cH:29][cH:28][cH:27][cH:26]2)[c:3]([CH3:17])[cH:4][c:5]2[c:10]([cH:11]1)[N:9]([CH2:12][CH3:13])[C:8](=[O:14])[CH2:7][C:6]2([CH3:15])[CH3:16]. The reactants are ClCCl, CSCc1cccc(C(C)C)c1N, O=C(OO)c1cccc(Cl)c1, [Na+], [Na+], O=C([O-])[O-]. The product is CC(C)c1cccc(CS(C)=O)c1N. As a reaction SMILES: [CH2:31]([Cl:32])[Cl:33].[CH:12]([CH3:13])([CH3:14])[c:15]1[c:16]([NH2:17])[c:18]([CH2:22][S:23][CH3:24])[cH:19][cH:20][cH:21]1.[Cl:1][c:2]1[cH:3][cH:4][cH:5][c:6]([C:7]([O:8][OH:10])=[O:9])[cH:11]1.[Na+:25].[Na+:26].[O-:27][C:28](=[O:29])[O-:30]>>[O:9]=[S:23]([CH2:22][c:18]1[c:16]([NH2:17])[c:15]([CH:12]([CH3:13])[CH3:14])[cH:21][cH:20][cH:19]1)[CH3:24]. RXN SMILES: [Br:11][CH2:12][c:13]1[cH:14][cH:15][cH:16][cH:17][cH:18]1.[Br:1][c:2]1[cH:3][c:4]([CH2:7][OH:8])[s:5][cH:6]1.[CH2:26]([N+:27]([CH2:28][CH2:29][CH2:30][CH3:31])([CH2:32][CH2:33][CH2:34][CH3:35])[CH2:36][CH2:37][CH2:38][CH3:39])[CH2:40][CH2:41][CH3:42].[H-:9].[I-:25].[Na+:10].[O:20]1[CH2:21][CH2:22][CH2:23][CH2:24]1.[OH2:19]>>[Br:1][c:2]1[cH:3][c:4]([CH2:7][O:8][CH2:12][c:13]2[cH:14][cH:15][cH:16][cH:17][cH:18]2)[s:5][cH:6]1. Product: Brc1csc(COCc2ccccc2)c1. Starting materials: BrCc1ccccc1, OCc1cc(Br)cs1, CCCC[N+](CCCC)(CCCC)CCCC, [H-], [I-], [Na+], C1CCOC1, O. The reactants are [BH4-], CCO, O=C1CCCC2=C1C(c1cccc(Cl)c1)C1=C(CCCC1=O)N2, [Na+], c1ccncc1. The product is O=C1CCCC2=C1C(c1cccc(Cl)c1)C1=C(CCCC1)N2. Reaction SMILES: [BH4-:27].[CH3:24][CH2:25][OH:26].[Cl:1][c:2]1[cH:3][c:4]([CH:8]2[C:9]3=[C:14]([CH2:13][CH2:12][CH2:11][C:10]3=[O:23])[NH:15][C:16]3=[C:21]2[C:20](=[O:22])[CH2:19][CH2:18][CH2:17]3)[cH:5][cH:6][cH:7]1.[Na+:28].[cH:29]1[cH:30][cH:31][n:32][cH:33][cH:34]1>>[Cl:1][c:2]1[cH:3][c:4]([CH:8]2[C:9]3=[C:14]([CH2:13][CH2:12][CH2:11][C:10]3=[O:23])[NH:15][C:16]3=[C:21]2[CH2:20][CH2:19][CH2:18][CH2:17]3)[cH:5][cH:6][cH:7]1.